This data is from the Open Reaction Database (ORD), a public repository of structured organic reaction records. The task is: describe an organic reaction: reactants, conditions, products, and yield Reaction SMILES: [OH:1][CH:2]([CH:9]([CH3:20])[CH:10](O)[CH:11](O)[C:12]1[CH:17]=[CH:16][CH:15]=[CH:14][CH:13]=1)[CH2:3][CH:4]=[CH:5][C:6]([OH:8])=O.[Cl:21][C:22]1[CH:23]=[C:24]([CH:31]=[CH:32][C:33]=1[O:34][CH3:35])[CH2:25][C@@H:26]([C:28]([OH:30])=O)[NH2:27].[NH2:36][CH2:37][CH:38](C)[C:39]([OH:41])=[O:40].[C:43](O)(=[O:50])[CH:44]([CH2:46][CH:47]([CH3:49])[CH3:48])O.C[C@H]1C(=O)O[C@@H](CC(C)C)C(=O)O[C@H]([C@@H]([C@H]2O[C@@H]2C2C=CC=CC=2)C)CC=CC(=O)N[C@H](CC2C=CC(OC)=C(Cl)C=2)C(=O)NC1.CC1C(=O)OC(CC(C)C)C(=O)OC(C(C2OC2C2C=CC=CC=2)C)CC=CC(=O)NC(CC2C=CC(OC)=C(Cl)C=2)C(=O)NC1.C[C@H]1C(=O)O[C@@H](CC(C)C)C(=O)O[C@H]([C@@H](/C=C/C2C=CC=CC=2)C)CC=CC(=O)N[C@H](CC2C=CC(OC)=C(Cl)C=2)C(=O)NC1.C[C@H]1C(=O)O[C@@H](CC(C)C)C(=O)O[C@H]([C@@H](/C=C/C2C=CC=CC=2)C)CC=CC(=O)N[C@H](CC2C=CC(OC)=CC=2)C(=O)NC1.C[C@@H]1[C@@H](O)[C@H](C2C=CC=CC=2)O[C@H]1C/C=C/C(N[C@@H](C(NC[C@H](C(OC)=O)C)=O)CC1C=CC(OC)=C(Cl)C=1)=O>C(Cl)(Cl)Cl>[CH3:20][C@@H:9]([C@H:2]1[O:1][C:43](=[O:50])[C@H:44]([CH2:46][CH:47]([CH3:49])[CH3:48])[O:41][C:39](=[O:40])[CH2:38][CH2:37][NH:36][C:28](=[O:30])[C@@H:26]([CH2:25][C:24]2[CH:31]=[CH:32][C:33]([O:34][CH3:35])=[C:22]([Cl:21])[CH:23]=2)[NH:27][C:6](=[O:8])[CH:5]=[CH:4][CH2:3]1)/[CH:10]=[CH:11]/[C:12]1[CH:17]=[CH:16][CH:15]=[CH:14][CH:13]=1. The solvent is C(Cl)(Cl)Cl (CHCl3). Reported procedure: [α]D +22.2°(CHCl3, c 1.13); UV λmax (ε) 250 (17000), 284 (3300); IR (neat) νmax 3415, 3272, 2960, 1744, 1734, 1674, 1504, 1259, 1197, 1174, 1067, 694 cm-1 ; EIMS m/z (rel intensity) 624/626 (2.6/1.1), 398/400 (44/15), 227 (100), 195/197 (50/16), 155/157 (59/20), 131 (63), 91 (95); high resolution EIMS m/z 624.2607(calcd for C34H41ClN2O7, -0.5 mmu error); 1H NMR(CDCl3) amino or hydroxy acid unit δ (carbon position, multiplicity; J in Hz) 5-hydroxy-6-methyl-8-phenyl-2,7-octadienoic acid (A) 5.75 (... Yields the product C[C@H](/C=C/C1=CC=CC=C1)[C@@H]2C/C=C\C(=O)N[C@@H](C(=O)NCCC(=O)O[C@H](C(=O)O2)CC(C)C)CC3=CC(=C(C=C3)OC)Cl (Cryptophycin 29). The reactants are ( 59/20 ), ( 5 ), ( 8 ), C[C@@H]1CNC(=O)[C@H](NC(=O)/C=C\C[C@H](OC(=O)[C@@H](OC1=O)CC(C)C)[C@H](C)/C=C/C2=CC=CC=C2)CC3=CC=C(C=C3)OC (Cryptophycin 4), C[C@@H]1CNC(=O)[C@H](NC(=O)/C=C/C[C@H](OC(=O)[C@@H](OC1=O)CC(C)C)[C@H](C)[C@@H]2[C@H](O2)C3=CC=CC=C3)CC4=CC(=C(C=C4)OC)Cl (Cryptophycin 1), NCC(C(=O)O)C (3-amino-2-methylpropionic acid), C[C@@H]1CNC(=O)[C@H](NC(=O)/C=C/C[C@H](OC(=O)[C@@H](OC1=O)CC(C)C)[C@H](C)[C@@H]2[C@H](O2)C3=CC=CC=C3)CC4=CC(=C(C=C4)OC)Cl (Cryptophycin 1), C[C@@H]1CNC(=O)[C@H](NC(=O)/C=C/C[C@H](OC(=O)[C@@H](OC1=O)CC(C)C)[C@H](C)[C@@H]2[C@H](O2)C3=CC=CC=C3)CC4=CC(=C(C=C4)OC)Cl (Cryptophycin 1), CC1CNC(=O)C(NC(=O)/C=C/CC(OC(=O)C(OC1=O)CC(C)C)C(C)C2C(O2)C3=CC=CC=C3)CC4=CC(=C(C=C4)OC)Cl (Cryptophycin), C[C@@H]1CNC(=O)[C@H](NC(=O)/C=C\C[C@H](OC(=O)[C@@H](OC1=O)CC(C)C)[C@H](C)/C=C/C2=CC=CC=C2)CC3=CC=C(C=C3)OC (Cryptophycin 4), NMR(CDCl3) amino, C[C@@H]1CNC(=O)[C@H](NC(=O)/C=C/C[C@H](OC(=O)[C@@H](OC1=O)CC(C)C)[C@H](C)/C=C/C=2C=CC=CC2)CC=3C=CC(=C(C3)Cl)OC (Cryptophycin 3), ( 12 ), ( 5 ), CC1CNC(=O)C(NC(=O)/C=C/CC(OC(=O)C(OC1=O)CC(C)C)C(C)C2C(O2)C3=CC=CC=C3)CC4=CC(=C(C=C4)OC)Cl (Cryptophycin), ( 100 ), ( 5 ), ClC=1C=C(C[C@H](N)C(=O)O)C=CC1OC (3-chloro-4-methoxyphenylalanine), C[C@@H]1CNC(=O)[C@H](NC(=O)/C=C/C[C@H](OC(=O)[C@@H](OC1=O)CC(C)C)[C@H](C)/C=C/C=2C=CC=CC2)CC=3C=CC(=C(C3)Cl)OC (Cryptophycin 3), OC(CC=CC(=O)O)C(C(C(C1=CC=CC=C1)O)O)C (5,7,8-trihydroxy-6-methyl-8-phenyl-2-octenoic acid), CC1CNC(=O)C(NC(=O)/C=C/CC(OC(=O)C(OC1=O)CC(C)C)C(C)C2C(O2)C3=CC=CC=C3)CC4=CC(=C(C=C4)OC)Cl (Cryptophycin), ( 44/15 ), ( ε ), hydroxy acid, CC1CNC(=O)C(NC(=O)/C=C/CC(OC(=O)C(OC1=O)CC(C)C)C(C)C2C(O2)C3=CC=CC=C3)CC4=CC(=C(C=C4)OC)Cl (Cryptophycin), ( 50/16 ), C[C@@H]1CNC(=O)[C@H](NC(=O)/C=C/C[C@H](OC(=O)[C@@H](OC1=O)CC(C)C)[C@H](C)[C@@H]2[C@H](O2)C3=CC=CC=C3)CC4=CC(=C(C=C4)OC)Cl (Cryptophycin 1), ( 9 ), C(C(O)CC(C)C)(=O)O (leucic acid), ( 95 ), C[C@@H]1CNC(=O)[C@H](NC(=O)/C=C/C[C@H](OC(=O)[C@@H](OC1=O)CC(C)C)[C@H](C)/C=C/C=2C=CC=CC2)CC=3C=CC(=C(C3)Cl)OC (Cryptophycin 3), ( 10/14 ), ( 63 ), ( 2.6/1.1 ), ( 11/13 ), C[C@@H]1CNC(=O)[C@H](NC(=O)/C=C/C[C@H](OC(=O)[C@@H](OC1=O)CC(C)C)[C@H](C)/C=C/C=2C=CC=CC2)CC=3C=CC(=C(C3)Cl)OC (Cryptophycin 3), C[C@@H]1CNC(=O)[C@H](NC(=O)/C=C\C[C@H](OC(=O)[C@@H](OC1=O)CC(C)C)[C@H](C)/C=C/C2=CC=CC=C2)CC3=CC=C(C=C3)OC (Cryptophycin 4), ( 8 ), C[C@H]1[C@@H](O[C@H]([C@@H]1O)C2=CC=CC=C2)C/C=C/C(=O)N[C@H](CC3=CC(=C(C=C3)OC)Cl)C(=O)NC[C@@H](C)C(=O)OC (Cryptophycin 6), CC1CNC(=O)C(NC(=O)/C=C/CC(OC(=O)C(OC1=O)CC(C)C)C(C)C2C(O2)C3=CC=CC=C3)CC4=CC(=C(C=C4)OC)Cl (Cryptophycin), ( 9 ), C[C@H]1[C@@H](O[C@H]([C@@H]1O)C2=CC=CC=C2)C/C=C/C(=O)N[C@H](CC3=CC(=C(C=C3)OC)Cl)C(=O)NC[C@@H](C)C(=O)OC (Cryptophycin 6), CC1CNC(=O)C(NC(=O)/C=C/CC(OC(=O)C(OC1=O)CC(C)C)C(C)C2C(O2)C3=CC=CC=C3)CC4=CC(=C(C=C4)OC)Cl (Cryptophycin). Starting materials: [Al+3], Cc1ccccc1, [Cl-], [Cl-], [Cl-], COc1cccc(C(Oc2ccc3c(cnn3-c3ccc(F)cc3)c2)C(C)NC(=O)C(F)(F)F)c1. The product is CC(NC(=O)C(F)(F)F)C(Oc1ccc2c(cnn2-c2ccc(F)cc2)c1)c1cccc(O)c1. RXN SMILES: [Al+3:37].[CH3:40][c:41]1[cH:42][cH:43][cH:44][cH:45][cH:46]1.[Cl-:36].[Cl-:38].[Cl-:39].[F:1][C:2]([C:3](=[O:4])[NH:5][CH:6]([CH:7]([c:8]1[cH:9][c:10]([O:14][CH3:15])[cH:11][cH:12][cH:13]1)[O:16][c:17]1[cH:18][c:19]2[cH:20][n:21][n:22](-[c:26]3[cH:27][cH:28][c:29]([F:32])[cH:30][cH:31]3)[c:23]2[cH:24][cH:25]1)[CH3:33])([F:34])[F:35]>>[F:1][C:2]([C:3](=[O:4])[NH:5][CH:6]([CH:7]([c:8]1[cH:9][c:10]([OH:14])[cH:11][cH:12][cH:13]1)[O:16][c:17]1[cH:18][c:19]2[cH:20][n:21][n:22](-[c:26]3[cH:27][cH:28][c:29]([F:32])[cH:30][cH:31]3)[c:23]2[cH:24][cH:25]1)[CH3:33])([F:34])[F:35]. Product: CC(C)(C)OC(=O)N1CCC(OCC=Cc2ccccc2)CC1. Reaction SMILES: [CH2:17]([CH:18]=[CH:19][c:20]1[cH:21][cH:22][cH:23][cH:24][cH:25]1)[Cl:26].[CH3:32][CH2:33][O:34][C:35](=[O:36])[CH3:37].[H-:15].[Na+:16].[O:27]=[CH:28][N:29]([CH3:30])[CH3:31].[OH:1][CH:2]1[CH2:3][CH2:4][N:5]([C:8](=[O:9])[O:10][C:11]([CH3:12])([CH3:13])[CH3:14])[CH2:6][CH2:7]1>>[O:1]([CH:2]1[CH2:3][CH2:4][N:5]([C:8](=[O:9])[O:10][C:11]([CH3:12])([CH3:13])[CH3:14])[CH2:6][CH2:7]1)[CH2:17][CH:18]=[CH:19][c:20]1[cH:21][cH:22][cH:23][cH:24][cH:25]1. Starting materials: ClCC=Cc1ccccc1, CCOC(C)=O, [H-], [Na+], CN(C)C=O, CC(C)(C)OC(=O)N1CCC(O)CC1. Reported procedure: The mixture of 2-chloro-pyridine-4-carbaldehyde and (300 mg, 2.12 mmol) and pyrrolidine (0.19 mL, 2.12 mmol) in DCM (10 mL) was treated with acetic acid (0.25 mL, 4.24 mmol). The mixture was stirred at room temperature for 10 minutes and NaBH(OAc)3 (899 mg, 4.24 mmol) was added. After overnight stirring, the reaction was washed with sat. NaHCO3 and extracted twice with DCM. The organic layers were combined and washed with water, brine, dried over sodium sulfate, filtrated and concentrated. The c... Reactants: [BH-](OC(=O)C)(OC(=O)C)OC(=O)C.[Na+] (NaBH(OAc)3), ClC1=NC=CC(=C1)C=O (2-chloro-pyridine-4-carbaldehyde), N1CCCC1 (pyrrolidine), C(C)(=O)O (acetic acid). As a reaction SMILES: [Cl:1][C:2]1[CH:7]=[C:6]([CH:8]=O)[CH:5]=[CH:4][N:3]=1.[NH:10]1[CH2:14][CH2:13][CH2:12][CH2:11]1.C(O)(=O)C.[BH-](OC(C)=O)(OC(C)=O)OC(C)=O.[Na+]>C(Cl)Cl>[Cl:1][C:2]1[CH:7]=[C:6]([CH2:8][N:10]2[CH2:14][CH2:13][CH2:12][CH2:11]2)[CH:5]=[CH:4][N:3]=1 |f:3.4|. Yields the product ClC1=NC=CC(=C1)CN1CCCC1 (2-chloro-4-pyrrolidin-1-ylmethyl-pyridine). Conditions: time 10 minute. Solvent: C(Cl)Cl (DCM). Starting materials: O=C([O-])O, Cc1nc(S)c(C#N)c(C2CCCCO2)c1C#N, ClCc1csc(-c2ccc(Cl)cc2)n1, [Na+], CN(C)C=O. Yields the product Cc1nc(SCc2csc(-c3ccc(Cl)cc3)n2)c(C#N)c(C2CCCCO2)c1C#N. As a reaction SMILES: [C:33](=[O:34])([OH:35])[O-:36].[CH3:1][c:2]1[n:3][c:4]([SH:18])[c:5]([C:16]#[N:17])[c:6]([CH:10]2[O:11][CH2:12][CH2:13][CH2:14][CH2:15]2)[c:7]1[C:8]#[N:9].[Cl:19][CH2:20][c:21]1[n:22][c:23](-[c:26]2[cH:27][cH:28][c:29]([Cl:32])[cH:30][cH:31]2)[s:24][cH:25]1.[Na+:37].[O:38]=[CH:39][N:40]([CH3:41])[CH3:42]>>[CH3:1][c:2]1[n:3][c:4]([S:18][CH2:20][c:21]2[n:22][c:23](-[c:26]3[cH:27][cH:28][c:29]([Cl:32])[cH:30][cH:31]3)[s:24][cH:25]2)[c:5]([C:16]#[N:17])[c:6]([CH:10]2[O:11][CH2:12][CH2:13][CH2:14][CH2:15]2)[c:7]1[C:8]#[N:9]. The reactants are BrC(c1ccccc1)c1ccccc1, CCC(C)=O, [K+], [K+], O=C([O-])[O-], CN(C(=O)CN(c1ccccc1)c1ccccc1)C1CCNC1. The product is CN(C(=O)CN(c1ccccc1)c1ccccc1)C1CCN(C(c2ccccc2)c2ccccc2)C1. Reaction SMILES: [Br:1][CH:2]([c:3]1[cH:4][cH:5][cH:6][cH:7][cH:8]1)[c:9]1[cH:10][cH:11][cH:12][cH:13][cH:14]1.[CH3:44][C:45](=[O:46])[CH2:47][CH3:48].[K+:38].[K+:39].[O-:40][C:41]([O-:42])=[O:43].[c:15]1([N:21]([CH2:22][C:23](=[O:24])[N:25]([CH:26]2[CH2:27][NH:28][CH2:29][CH2:30]2)[CH3:31])[c:32]2[cH:33][cH:34][cH:35][cH:36][cH:37]2)[cH:16][cH:17][cH:18][cH:19][cH:20]1>>[CH:2]([c:3]1[cH:4][cH:5][cH:6][cH:7][cH:8]1)([c:9]1[cH:10][cH:11][cH:12][cH:13][cH:14]1)[N:28]1[CH2:27][CH:26]([N:25]([C:23]([CH2:22][N:21]([c:15]2[cH:16][cH:17][cH:18][cH:19][cH:20]2)[c:32]2[cH:33][cH:34][cH:35][cH:36][cH:37]2)=[O:24])[CH3:31])[CH2:30][CH2:29]1.